From a dataset of the Open Reaction Database (ORD), a public repository of structured organic reaction records. describe an organic reaction: reactants, conditions, products, and yield Reactants: C1CCOC1, CO, O=[N+]([O-])c1cccc(-c2cccc(-c3nc(-c4ccc(C(F)(F)F)cc4)cc(C(F)(F)F)n3)c2)c1. Yields the product Nc1cccc(-c2cccc(-c3nc(-c4ccc(C(F)(F)F)cc4)cc(C(F)(F)F)n3)c2)c1. Reaction SMILES: [CH2:36]1[O:37][CH2:38][CH2:39][CH2:40]1.[CH3:41][OH:42].[N+:1]([O-:2])(=[O:3])[c:4]1[cH:5][c:6](-[c:10]2[cH:11][c:12](-[c:16]3[n:17][c:18](-[c:26]4[cH:27][cH:28][c:29]([C:32]([F:33])([F:34])[F:35])[cH:30][cH:31]4)[cH:19][c:20]([C:22]([F:23])([F:24])[F:25])[n:21]3)[cH:13][cH:14][cH:15]2)[cH:7][cH:8][cH:9]1>>[NH2:1][c:4]1[cH:5][c:6](-[c:10]2[cH:11][c:12](-[c:16]3[n:17][c:18](-[c:26]4[cH:27][cH:28][c:29]([C:32]([F:33])([F:34])[F:35])[cH:30][cH:31]4)[cH:19][c:20]([C:22]([F:23])([F:24])[F:25])[n:21]3)[cH:13][cH:14][cH:15]2)[cH:7][cH:8][cH:9]1.